From a dataset of the Open Reaction Database (ORD), a public repository of structured organic reaction records. describe an organic reaction: reactants, conditions, products, and yield The reactants are CC(=O)[O-], CC(Cl)Cl, ClCCl, [Na+], O=C1CCC(=O)N1Br, c1cnc2c(c1)CCCc1[nH]ncc1-2. Yields the product Brc1n[nH]c2c1-c1ncccc1CCC2. As a reaction SMILES: [CH3:24][C:25](=[O:26])[O-:27].[Cl:28][CH:29]([Cl:30])[CH3:31].[Cl:32][CH2:33][Cl:34].[Na+:23].[O:15]=[C:16]1[N:17]([Br:22])[C:18](=[O:19])[CH2:20][CH2:21]1.[cH:1]1[n:2][nH:3][c:4]2[c:10]1-[c:9]1[c:8]([cH:14][cH:13][cH:12][n:11]1)[CH2:7][CH2:6][CH2:5]2>>[c:1]1([Br:22])[n:2][nH:3][c:4]2[c:10]1-[c:9]1[c:8]([cH:14][cH:13][cH:12][n:11]1)[CH2:7][CH2:6][CH2:5]2. Isolated yield 88.6%. Solvent: CN(C=O)C (N,N-dimethylformamide). As a reaction SMILES: [H-].[Na+].[N:3]1([CH2:9][C:10]2[CH:11]=[C:12]([OH:16])[CH:13]=[CH:14][CH:15]=2)[CH2:8][CH2:7][CH2:6][CH2:5][CH2:4]1.Br[CH2:18][CH2:19][CH2:20][N:21]1[C:25](=[O:26])[C:24]2=[CH:27][CH:28]=[CH:29][CH:30]=[C:23]2[C:22]1=[O:31]>CN(C)C=O>[N:3]1([CH2:9][C:10]2[CH:11]=[C:12]([CH:13]=[CH:14][CH:15]=2)[O:16][CH2:18][CH2:19][CH2:20][N:21]2[C:25](=[O:26])[C:24]3=[CH:27][CH:28]=[CH:29][CH:30]=[C:23]3[C:22]2=[O:31])[CH2:8][CH2:7][CH2:6][CH2:5][CH2:4]1 |f:0.1|. The product is N1(CCCCC1)CC=1C=C(OCCCN2C(C=3C(C2=O)=CC=CC3)=O)C=CC1 (N-[3-(3-piperidinomethylphenoxy)propyl]phthalimide). The reactants are [H-].[Na+] (sodium hydride), N1(CCCCC1)CC=1C=C(C=CC1)O (3-piperidinomethylphenol), BrCCCN1C(C=2C(C1=O)=CC=CC2)=O (N-(3-bromopropyl)phthalimide). Procedure details: In 150 ml of N,N-dimethylformamide was suspended 4.8 g of sodium hydride (52% purity), and 20.0 g of 3-piperidinomethylphenol was added in small portions with stirring under ice-cooling. After the addition, the resulting mixture was subjected to reaction at room temperature for 1 hour. To the reaction mixture thus obtained was added 28.0 g of N-(3-bromopropyl)phthalimide, and the resulting mixture was subjected to reaction for 24 hours. After completion of the reaction, the solvent was removed b... Starting materials: C1CCOC1, C[Si](C)(C)[N-][Si](C)(C)C, COc1ccc(C(C)=O)cc1, O=C(Cl)c1c(F)cc(F)cc1F, [Li+]. The product is COc1ccc(C(=O)CC(=O)c2c(F)cc(F)cc2F)cc1. Reaction SMILES: [CH2:34]1[O:35][CH2:36][CH2:37][CH2:38]1.[CH3:13][Si:14]([N-:15][Si:16]([CH3:17])([CH3:18])[CH3:19])([CH3:20])[CH3:21].[CH3:1][O:2][c:3]1[cH:4][cH:5][c:6]([C:9]([CH3:10])=[O:11])[cH:7][cH:8]1.[F:22][c:23]1[c:24]([C:25](=[O:26])[Cl:27])[c:28]([F:33])[cH:29][c:30]([F:32])[cH:31]1.[Li+:12]>>[CH3:1][O:2][c:3]1[cH:4][cH:5][c:6]([C:9]([CH2:10][C:25]([c:24]2[c:23]([F:22])[cH:31][c:30]([F:32])[cH:29][c:28]2[F:33])=[O:26])=[O:11])[cH:7][cH:8]1. Starting materials: Cl (HCl), O (H2O), N-oxide, CC=1C(=NC=CC1)S(=O)(=O)N (3-methyl-2-pyridinesulfonamide), C1(=CC=CC=C1)NC([O-])=O (phenylcarbamate), CC1=NC(=NC(=C1)C)N (4,6-dimethyl-2-aminopyrimidine), C1CCC2=NCCCN2CC1 (DBU). Solvent: CC#N (CH3CN). Conditions: time 15 minute. Yields the product CC1=NC(=NC(=C1)C)NC(=O)NS(=O)(=O)C=1[N+](=CC=CC1C)[O-] (N-[(4,6-Dimethylpyrimidin-2-yl)aminocarbonyl]-3-methyl-2-pyridinesulfonamide-1-oxide). As a reaction SMILES: [CH3:1][C:2]1[C:3]([S:8]([NH2:11])(=[O:10])=[O:9])=[N:4][CH:5]=[CH:6][CH:7]=1.C1(N[C:19](=O)[O-:20])C=CC=CC=1.[CH3:22][C:23]1[CH:28]=[C:27]([CH3:29])[N:26]=[C:25]([NH2:30])[N:24]=1.C1CCN2C(=NCCC2)CC1.Cl.[OH2:43]>CC#N>[CH3:22][C:23]1[CH:28]=[C:27]([CH3:29])[N:26]=[C:25]([NH:30][C:19]([NH:11][S:8]([C:3]2[N+:4]([O-:43])=[CH:5][CH:6]=[CH:7][C:2]=2[CH3:1])(=[O:10])=[O:9])=[O:20])[N:24]=1. Procedure: To a stirring solution of the N-oxide of 3-methyl-2-pyridinesulfonamide (150 mg, 0.79 mmol) and the phenylcarbamate of 4,6-dimethyl-2-aminopyrimidine (194 mg, 0.79 mmol) in 3 mL of CH3CN was added DBU (121 mg, 0.79 mmol). The solution was stirred for 15 minutes. Three mL of H2O, then 3 mL of 5% HCl was added to the reaction and the resulting solid was collected,d m.p. 161°-163° C. NMR (200 MHz, d6 -DMS0) δ 2,36 (s, 6H), 2.59 (s, 3H), 6.97 (s, 1H), 7.4 (d, 1H), 7.5 (d, 1H), 8.3 (d, 1H), 10.6 (br ... Reactants: CN(CCN(C)C)C (N,N,N',N'-tetramethyl-ethylenediamine), C(CCC)[Li] (n-butyllithium), C(C)(=O)[C@H]1CC=C(C(C1)=O)C ((S)-5-acetyl-2-methyl- 2-cyclohexen-1-one). Reagents/catalysts: [Br-].C(C)[P+](C1=CC=CC=C1)(C1=CC=CC=C1)C1=CC=CC=C1 (ethyltriphenylphosphonium bromide). The solvent is O1CCCC1 (tetrahydrofuran), O1CCCC1 (tetrahydrofuran). Conditions: time 15 minute. The product is CC=1C(C[C@H](CC1)\C(=C/C)\C)=O ((5S)-2-methyl-5-[(Z)-1-methylpropenyl]-2-cyclohexen-1-one). As a reaction SMILES: CN(C)[CH2:3][CH2:4]N(C)C.[CH2:9]([Li])[CH2:10]CC.C([C@@H:17]1[CH2:22][C:21](=[O:23])[C:20]([CH3:24])=[CH:19][CH2:18]1)(=O)C>[Br-].C([P+](C1C=CC=CC=1)(C1C=CC=CC=1)C1C=CC=CC=1)C.O1CCCC1>[CH3:24][C:20]1[C:21](=[O:23])[CH2:22][C@@H:17](/[C:3](/[CH3:4])=[CH:9]\[CH3:10])[CH2:18][CH:19]=1 |f:3.4|. Procedure: 4.5 g of ethyltriphenylphosphonium bromide and 1.8 ml of N,N,N',N'-tetramethyl-ethylenediamine are cooled to 0° in 300 ml of tetrahydrofuran under argon. 7.5 ml of n-butyllithium (1.6M in hexane) are then added dropwise thereto while stirring and the mixture is stirred for a further 1 hour without cooling with ice. The red solution is cooled to -70°, whereupon 1.52 g of (S)-5-acetyl-2-methyl- 2-cyclohexen-1-one dissolved in 10 ml of tetrahydrofuran are added dropwise thereto during 15 minutes. T... Starting materials: BrC1=C(SC=2N(C(N(C(C21)=O)C)=O)CC(C)C)CC2=C(C=CC=C2)C(F)(F)F (5-Bromo-3-methyl-1-(2-methylpropyl)-6-[[2-(trifluoromethyl)phenyl]methyl]-thieno[2,3-d]pyrimidine-2,4(1H,3H)-dione), S1C=C(C=C1)B(O)O (thiophene-3-boronic acid), O.O.O.O.O.O.O.O.[OH-].[Ba+2].[OH-] (barium hydroxide octahydrate). Reagents/catalysts: C=1C=CC(=CC1)[P](C=2C=CC=CC2)(C=3C=CC=CC3)[Pd]([P](C=4C=CC=CC4)(C=5C=CC=CC5)C=6C=CC=CC6)([P](C=7C=CC=CC7)(C=8C=CC=CC8)C=9C=CC=CC9)[P](C=1C=CC=CC1)(C=1C=CC=CC1)C=1C=CC=CC1 (tetrakis(triphenylphosphine)palladium). Solvent: COCCOC (ethylene glycol dimethyl ether), O (water). Reaction conditions: temperature 80 celsius. The product is CN1C(N(C2=C(C1=O)C(=C(S2)CC2=C(C=CC=C2)C(F)(F)F)C2=CSC=C2)CC(C)C)=O (3-Methyl-1-(2-methylpropyl)-5-(3-thienyl)-6-[[2-(trifluoromethyl)phenyl]methyl]-thieno[2,3-d]pyrimidine-2,4(1H,3H)-dione). RXN SMILES: Br[C:2]1[C:10]2[C:9](=[O:11])[N:8]([CH3:12])[C:7](=[O:13])[N:6]([CH2:14][CH:15]([CH3:17])[CH3:16])[C:5]=2[S:4][C:3]=1[CH2:18][C:19]1[CH:24]=[CH:23][CH:22]=[CH:21][C:20]=1[C:25]([F:28])([F:27])[F:26].[S:29]1[CH:33]=[CH:32][C:31](B(O)O)=[CH:30]1.O.O.O.O.O.O.O.O.[OH-].[Ba+2].[OH-]>COCCOC.O.C1C=CC([P]([Pd]([P](C2C=CC=CC=2)(C2C=CC=CC=2)C2C=CC=CC=2)([P](C2C=CC=CC=2)(C2C=CC=CC=2)C2C=CC=CC=2)[P](C2C=CC=CC=2)(C2C=CC=CC=2)C2C=CC=CC=2)(C2C=CC=CC=2)C2C=CC=CC=2)=CC=1>[CH3:12][N:8]1[C:9](=[O:11])[C:10]2[C:2]([C:31]3[CH:32]=[CH:33][S:29][CH:30]=3)=[C:3]([CH2:18][C:19]3[CH:24]=[CH:23][CH:22]=[CH:21][C:20]=3[C:25]([F:28])([F:27])[F:26])[S:4][C:5]=2[N:6]([CH2:14][CH:15]([CH3:17])[CH3:16])[C:7]1=[O:13] |f:2.3.4.5.6.7.8.9.10.11.12,^1:58,60,79,98|. Procedure: 5-Bromo-3-methyl-1-(2-methylpropyl)-6-[[2-(trifluoromethyl)phenyl]methyl]-thieno[2,3-d]pyrimidine-2,4(1H,3H)-dione, (0.35 g, Example 1c)), thiophene-3-boronic acid (0.053 g), barium hydroxide octahydrate (0.15 g) and tetrakis(triphenylphosphine)palladium (0) (0.0097 g) in ethylene glycol dimethyl ether (6 ml) and water (1 ml) were combined in a sealed vial and stirred with heating at 80° C. for 18 hours. After cooling, the reaction mixture was absorbed onto silica and purified by flash silica ch... Procedure details: A solution of 3-(5-fluoro-1H-indol-3-yl)-propan-1-ol (Intermediate 6) prepared in accordance with the procedures set forth in Demerson et al., J. Med. Chem., 19:391-395 (1976). (25.4 g, 0.13 mol), carbon tetrabromide (65.5 g, 0.2 mol) and triphenylphosphine (52 g, 0.2 mol) in methylene chloride (156 ml) was allowed to stir for 2 hours. The solvent was evaporated and the product chromatographed (30% ethyl acetate-hexanes) to afford 33.5 g (99%) of product. The product is FC=1C=C2C=C(NC2=CC1)C(CC)Br (5-Fluoro-indolyl-3-propylbromide). Reaction conditions: time 2 hour. Reactants: C1(=CC=CC=C1)P(C1=CC=CC=C1)C1=CC=CC=C1 (triphenylphosphine), FC=1C=C2C(=CNC2=CC1)CCCO (3-(5-fluoro-1H-indol-3-yl)-propan-1-ol), FC=1C=C2C(=CNC2=CC1)CCCO (3-(5-fluoro-1H-indol-3-yl)-propan-1-ol), C(Br)(Br)(Br)Br (carbon tetrabromide). RXN SMILES: [F:1][C:2]1[CH:3]=[C:4]2[C:8](=[CH:9][CH:10]=1)[NH:7][CH:6]=[C:5]2CCCO.[C:15]([Br:19])(Br)(Br)Br.[C:20]1(P(C2C=CC=CC=2)C2C=CC=CC=2)C=CC=C[CH:21]=1>C(Cl)Cl>[F:1][C:2]1[CH:3]=[C:4]2[C:8](=[CH:9][CH:10]=1)[NH:7][C:6]([CH:15]([Br:19])[CH2:20][CH3:21])=[CH:5]2. Yield: 99.0%. Solvent: C(Cl)Cl (methylene chloride).